The task is: describe an organic reaction: reactants, conditions, products, and yield. This data is from the Open Reaction Database (ORD), a public repository of structured organic reaction records. The reactants are C(=O)(O)C1=CC=C(C=N1)/C=C/C(=O)NCC(=O)N(C)C=1C(=C(COC=2C=CC=C3C(=CC(=NC23)C)OCC2=NC=CC=C2)C(=CC1)Cl)Cl (8-[3-[N-[(E)-3-(6-carboxypyridin-3-yl)acryloylglycyl]-N-methylamino]-2,6-dichlorobenzyloxy]-2-methyl-4-(2-pyridylmethoxy)quinoline), Cl.CN (methylamine hydrochloride), Cl.C(C)N=C=NCCCN(C)C (1-ethyl-3-(3-dimethylaminopropyl)carbodiimide hydrochloride), ON1N=NC2=C1C=CC=C2 (1-hydroxybenzotriazole). Solvent: CN(C=O)C (N,N-dimethylformamide), O (water). Reaction conditions: time 1 day. Product: ClC1=C(COC=2C=CC=C3C(=CC(=NC23)C)OCC2=NC=CC=C2)C(=CC=C1N(C(CNC(\C=C\C=1C=NC(=CC1)C(NC)=O)=O)=O)C)Cl (8-[2,6-dichloro-3-[N-methyl-N-[(E)-3-[6-(methylcarbamoyl)pyridin-3-yl]acryloylglycyl]amino]-benzyloxy]-2-methyl-4-(2-pyridylmethoxy)quinoline). The yield is 19.6%. RXN SMILES: [C:1]([C:4]1[N:9]=[CH:8][C:7](/[CH:10]=[CH:11]/[C:12]([NH:14][CH2:15][C:16]([N:18]([C:20]2[C:21]([Cl:48])=[C:22]([C:44]([Cl:47])=[CH:45][CH:46]=2)[CH2:23][O:24][C:25]2[CH:26]=[CH:27][CH:28]=[C:29]3[C:34]=2[N:33]=[C:32]([CH3:35])[CH:31]=[C:30]3[O:36][CH2:37][C:38]2[CH:43]=[CH:42][CH:41]=[CH:40][N:39]=2)[CH3:19])=[O:17])=[O:13])=[CH:6][CH:5]=1)(O)=[O:2].Cl.CN.Cl.[CH2:53]([N:55]=C=NCCCN(C)C)C.ON1C2C=CC=CC=2N=N1>CN(C)C=O.O>[Cl:48][C:21]1[C:20]([N:18]([CH3:19])[C:16](=[O:17])[CH2:15][NH:14][C:12](=[O:13])/[CH:11]=[CH:10]/[C:7]2[CH:8]=[N:9][C:4]([C:1](=[O:2])[NH:55][CH3:53])=[CH:5][CH:6]=2)=[CH:46][CH:45]=[C:44]([Cl:47])[C:22]=1[CH2:23][O:24][C:25]1[CH:26]=[CH:27][CH:28]=[C:29]2[C:34]=1[N:33]=[C:32]([CH3:35])[CH:31]=[C:30]2[O:36][CH2:37][C:38]1[CH:43]=[CH:42][CH:41]=[CH:40][N:39]=1 |f:1.2,3.4|. Procedure details: To a solution of 8-[3-[N-[(E)-3-(6-carboxypyridin-3-yl)acryloylglycyl]-N-methylamino]-2,6-dichlorobenzyloxy]-2-methyl-4-(2-pyridylmethoxy)quinoline (25 mg) and methylamine hydrochloride (3 mg) in N,N-dimethylformamide (2 ml) were added 1-ethyl-3-(3-dimethylaminopropyl)carbodiimide hydrochloride (7 mg) and 1-hydroxybenzotriazole (7 mg) at ambient temperature, and the mixture was allowed to stand for 1 day at ambient temperature. The reaction mixture was poured into water and extracted with chloro... Starting materials: C(C)OC(C(CC1=CC=C(C=C1)OCCN(C(=O)NC1=C(C=C(C=C1)F)F)CCCCCCC)OCC)=O (3-(4-{2-[3-(2,4-Difluorophenyl)-1-heptylureido]ethoxy}phenyl)-2-ethoxypropionic acid ethyl ester), [OH-].[Na+] (sodium hydroxide), Cl (hydrochloric acid). Run in C(C)O (ethanol). Conditions: time 2 hour. Yields the product FC1=C(C=CC(=C1)F)NC(N(CCCCCCC)CCOC1=CC=C(C=C1)CC(C(=O)O)OCC)=O (3-(4-{2-[3-(2,4-difluorophenyl)-1-heptylureido]ethoxy}phenyl)-2-ethoxypropionic acid). Yield: 93.9%. As a reaction SMILES: C([O:3][C:4](=[O:38])[CH:5]([O:35][CH2:36][CH3:37])[CH2:6][C:7]1[CH:12]=[CH:11][C:10]([O:13][CH2:14][CH2:15][N:16]([CH2:28][CH2:29][CH2:30][CH2:31][CH2:32][CH2:33][CH3:34])[C:17]([NH:19][C:20]2[CH:25]=[CH:24][C:23]([F:26])=[CH:22][C:21]=2[F:27])=[O:18])=[CH:9][CH:8]=1)C.[OH-].[Na+].Cl>C(O)C>[F:27][C:21]1[CH:22]=[C:23]([F:26])[CH:24]=[CH:25][C:20]=1[NH:19][C:17](=[O:18])[N:16]([CH2:15][CH2:14][O:13][C:10]1[CH:9]=[CH:8][C:7]([CH2:6][CH:5]([O:35][CH2:36][CH3:37])[C:4]([OH:38])=[O:3])=[CH:12][CH:11]=1)[CH2:28][CH2:29][CH2:30][CH2:31][CH2:32][CH2:33][CH3:34] |f:1.2|. Procedure details: A solution of the compound obtained in Example 1, Step f (40 mg) in ethanol (2 ml) was added with 1 N aqueous sodium hydroxide (0.1 ml) and stirred at room temperature for 2 hours and then at 50° C. for 1 hour. The reaction mixture was added with 1 N hydrochloric acid (0.1 ml) and concentrated, and the resulting residue was applied on a silica gel column and eluted with methylene chloride/ethanol (10:1, containing 1% acetic acid) to obtain the title compound (35.6 mg). Reactants: ClC=1C=CC2=C(C(CCCN2C(C2=CN=C(C=C2)NC(C2=C(C=CC=C2)C)=O)=O)OCCN2C(C=3C(C2=O)=CC=CC3)=O)C1 (7-chloro-5-(2-phthalimidoethoxy)-1-[6-(2-methylbenzoylamino)nicotinoyl]-2,3,4,5-tetrahydro-1H-benzazepine), O.NN (hydrazine hydrate), Cl (hydrochloric acid), O (Water). Run in C(C)O (ethanol). Yields the product ClC=1C=CC2=C(C(CCCN2C(C2=CN=C(C=C2)NC(C2=C(C=CC=C2)C)=O)=O)OCCN)C1 (7-chloro-5-(2-aminoethoxy)-1-[6-(2-methylbenzoylamino)nicotinoyl]-2,3,4,5-tetrahydro-1H-benzazepine). Yield: 127.2%. As a reaction SMILES: [Cl:1][C:2]1[CH:3]=[CH:4][C:5]2[N:11]([C:12](=[O:29])[C:13]3[CH:18]=[CH:17][C:16]([NH:19][C:20](=[O:28])[C:21]4[CH:26]=[CH:25][CH:24]=[CH:23][C:22]=4[CH3:27])=[N:15][CH:14]=3)[CH2:10][CH2:9][CH2:8][CH:7]([O:30][CH2:31][CH2:32][N:33]3C(=O)C4=CC=CC=C4C3=O)[C:6]=2[CH:44]=1.O.NN.O.Cl>C(O)C>[Cl:1][C:2]1[CH:3]=[CH:4][C:5]2[N:11]([C:12](=[O:29])[C:13]3[CH:18]=[CH:17][C:16]([NH:19][C:20](=[O:28])[C:21]4[CH:26]=[CH:25][CH:24]=[CH:23][C:22]=4[CH3:27])=[N:15][CH:14]=3)[CH2:10][CH2:9][CH2:8][CH:7]([O:30][CH2:31][CH2:32][NH2:33])[C:6]=2[CH:44]=1 |f:1.2|. Procedure: To a solution of 7-chloro-5-(2-phthalimidoethoxy)-1-[6-(2-methylbenzoylamino)nicotinoyl]-2,3,4,5-tetrahydro-1H-benzazepine (0.26 g) in ethanol (10 ml) is added hydrazine hydrate (0.04 ml), and the mixture is refluxed for 2 hours, and cooled. Water is added to the reaction solution, and the mixture is made acidic with diluted hydrochloric acid, and washed with diethyl ether. Aqueous sodium hydroxide solution is added to the aqueous layer in order to make it basic, and the mixture is extracted wit... Starting materials: CCOC(=O)C(=NOCCBr)c1csc(NC(c2ccccc2)(c2ccccc2)c2ccccc2)n1, CCC(C)=O, [I-], [Na+]. Product: CCOC(=O)C(=NOCCI)c1csc(NC(c2ccccc2)(c2ccccc2)c2ccccc2)n1. RXN SMILES: [Br:1][CH2:2][CH2:3][O:4][N:5]=[C:6]([C:7](=[O:8])[O:9][CH2:10][CH3:11])[c:12]1[n:13][c:14]([NH:17][C:18]([c:19]2[cH:20][cH:21][cH:22][cH:23][cH:24]2)([c:25]2[cH:26][cH:27][cH:28][cH:29][cH:30]2)[c:31]2[cH:32][cH:33][cH:34][cH:35][cH:36]2)[s:15][cH:16]1.[CH2:39]([C:40]([CH3:41])=[O:42])[CH3:43].[I-:38].[Na+:37]>>[CH2:2]([CH2:3][O:4][N:5]=[C:6]([C:7](=[O:8])[O:9][CH2:10][CH3:11])[c:12]1[n:13][c:14]([NH:17][C:18]([c:19]2[cH:20][cH:21][cH:22][cH:23][cH:24]2)([c:25]2[cH:26][cH:27][cH:28][cH:29][cH:30]2)[c:31]2[cH:32][cH:33][cH:34][cH:35][cH:36]2)[s:15][cH:16]1)[I:38]. Starting materials: Cc1ccccc1, CC(=O)O, O=C(c1ccccc1)C(O)(c1ccccc1)C(F)(F)F, Cc1ccc2c(N)cccc2n1, O. Product: Cc1ccc2c(N=C(c3ccccc3)C(O)(c3ccccc3)C(F)(F)F)cccc2n1. Reaction SMILES: [CH3:34][c:35]1[cH:36][cH:37][cH:38][cH:39][cH:40]1.[CH3:41][C:42](=[O:43])[OH:44].[F:1][C:2]([C:3]([C:4](=[O:5])[c:6]1[cH:7][cH:8][cH:9][cH:10][cH:11]1)([c:12]1[cH:13][cH:14][cH:15][cH:16][cH:17]1)[OH:18])([F:19])[F:20].[NH2:21][c:22]1[c:23]2[cH:24][cH:25][c:26]([CH3:32])[n:27][c:28]2[cH:29][cH:30][cH:31]1.[OH2:33]>>[F:1][C:2]([C:3]([C:4]([c:6]1[cH:7][cH:8][cH:9][cH:10][cH:11]1)=[N:21][c:22]1[c:23]2[cH:24][cH:25][c:26]([CH3:32])[n:27][c:28]2[cH:29][cH:30][cH:31]1)([c:12]1[cH:13][cH:14][cH:15][cH:16][cH:17]1)[OH:18])([F:19])[F:20]. Reactants: CC(C)O, Nc1ncc(Cl)c(Cl)c1[N+](=O)[O-], c1ccc(OCCN2CCNCC2)cc1. Product: Nc1ncc(Cl)c(N2CCN(CCOc3ccccc3)CC2)c1[N+](=O)[O-]. RXN SMILES: [CH:28]([OH:29])([CH3:30])[CH3:31].[NH2:16][c:17]1[n:18][cH:19][c:20]([Cl:27])[c:21]([Cl:26])[c:22]1[N+:23](=[O:24])[O-:25].[O:1]([c:2]1[cH:3][cH:4][cH:5][cH:6][cH:7]1)[CH2:8][CH2:9][N:10]1[CH2:11][CH2:12][NH:13][CH2:14][CH2:15]1>>[O:1]([c:2]1[cH:3][cH:4][cH:5][cH:6][cH:7]1)[CH2:8][CH2:9][N:10]1[CH2:11][CH2:12][N:13]([c:21]2[c:20]([Cl:27])[cH:19][n:18][c:17]([NH2:16])[c:22]2[N+:23](=[O:24])[O-:25])[CH2:14][CH2:15]1. Starting materials: CCOC(=O)CCc1cc(OCC)ccc1OCc1ccc(OCc2nc(-c3ccccc3)oc2C)cc1, CCO, Cl, [Na+], C1CCOC1, [OH-], O. Yields the product CCOc1ccc(OCc2ccc(OCc3nc(-c4ccccc4)oc3C)cc2)c(CCC(=O)O)c1. Reaction SMILES: [CH2:1]([CH3:2])[O:3][c:4]1[cH:5][cH:6][c:7]([O:17][CH2:18][c:19]2[cH:20][cH:21][c:22]([O:25][CH2:26][c:27]3[n:28][c:29](-[c:33]4[cH:34][cH:35][cH:36][cH:37][cH:38]4)[o:30][c:31]3[CH3:32])[cH:23][cH:24]2)[c:8]([CH2:10][CH2:11][C:12](=[O:13])[O:14][CH2:15][CH3:16])[cH:9]1.[CH3:48][CH2:49][OH:50].[ClH:46].[Na+:45].[O:39]1[CH2:40][CH2:41][CH2:42][CH2:43]1.[OH-:44].[OH2:47]>>[CH2:1]([CH3:2])[O:3][c:4]1[cH:5][cH:6][c:7]([O:17][CH2:18][c:19]2[cH:20][cH:21][c:22]([O:25][CH2:26][c:27]3[n:28][c:29](-[c:33]4[cH:34][cH:35][cH:36][cH:37][cH:38]4)[o:30][c:31]3[CH3:32])[cH:23][cH:24]2)[c:8]([CH2:10][CH2:11][C:12](=[O:13])[OH:14])[cH:9]1. Starting materials: ClCCCl, Cc1ccccc1, NCc1ccc(Cl)cc1, Cc1ccc2c(Cl)cc(C(=O)O)c(O)c2n1, ClCCl, Cl, CN(C)C=O, O, Oc1cccc2[nH]nnc12. Yields the product Cc1ccc2c(Cl)cc(C(=O)NCc3ccc(Cl)cc3)c(O)c2n1. RXN SMILES: [CH2:26]([Cl:27])[CH2:28][Cl:29].[CH3:42][c:43]1[cH:44][cH:45][cH:46][cH:47][cH:48]1.[Cl:17][c:18]1[cH:19][cH:20][c:21]([CH2:22][NH2:23])[cH:24][cH:25]1.[Cl:1][c:2]1[c:3]2[cH:4][cH:5][c:6]([CH3:16])[n:7][c:8]2[c:9]([OH:15])[c:10]([C:12](=[O:13])[OH:14])[cH:11]1.[Cl:49][CH2:50][Cl:51].[ClH:30].[O:52]=[CH:53][N:54]([CH3:55])[CH3:56].[OH2:31].[OH:32][c:33]1[c:34]2[n:35][n:36][nH:37][c:38]2[cH:39][cH:40][cH:41]1>>[Cl:1][c:2]1[c:3]2[cH:4][cH:5][c:6]([CH3:16])[n:7][c:8]2[c:9]([OH:15])[c:10]([C:12](=[O:14])[NH:23][CH2:22][c:21]2[cH:20][cH:19][c:18]([Cl:17])[cH:25][cH:24]2)[cH:11]1. Reactants: C1(CCCCC1)CN1C(N(C=2NC(=NC2C1=O)C1=CC=C(/C=C/C(=O)O)C=C1)CC1CCCCC1)=O ((E)-4-[1,3 bis(cyclohexylmethyl)-1,2,3,6-tetrahydro-2,6-dioxo-9H-purin-8-yl]cinnamic acid), NC1=C(C(N(C(N1CC1CCCCC1)=O)CC1CCCCC1)=O)N=O (6-amino 1,3-bis(cyclohexylmethyl)-5-nitrosouracil), C(=O)C1=C(C(=O)O)C=CC=C1 (2-formylbenzoic acid). The product is C1(CCCCC1)CN1C(=O)N(C(=O)C(=C1N)N)CC1CCCCC1 (1,3-Bis(cyclohexylmethyl)-5,6-diaminouracil), off-white solid. The yield is 46.0%. Procedure: 1,3-Bis(cyclohexylmethyl)-5,6-diaminouracil was prepared as in part (d) of Example 1 by reduction of 1, 6-amino 1,3-bis(cyclohexylmethyl)-5-nitrosouracil (2.00 g) and immediately condensed with 2-formylbenzoic acid (Aldrich, 1.424 g) by the method of J. Perumattam (Synthetic Commun. 1989, 19: 3367-3370) to give title compound as an off-white solid off-white solid (1.22 g, 46%), m.p. 271-274° C.; 1H-NMR (DMSO-d6) consistent with structure. As a reaction SMILES: [CH:1]1([CH2:7][N:8]2[C:16](=[O:17])[C:15]3[N:14]=C(C4C=CC(/C=C/C(O)=O)=CC=4)[NH:12][C:11]=3[N:10]([CH2:29][CH:30]3[CH2:35][CH2:34][CH2:33][CH2:32][CH2:31]3)[C:9]2=[O:36])[CH2:6][CH2:5][CH2:4][CH2:3][CH2:2]1.NC1N(CC2CCCCC2)C(=O)N(CC2CCCCC2)C(=O)C=1N=O.C(C1C=CC=CC=1C(O)=O)=O>>[CH:30]1([CH2:29][N:10]2[C:11]([NH2:12])=[C:15]([NH2:14])[C:16](=[O:17])[N:8]([CH2:7][CH:1]3[CH2:6][CH2:5][CH2:4][CH2:3][CH2:2]3)[C:9]2=[O:36])[CH2:31][CH2:32][CH2:33][CH2:34][CH2:35]1.